This data is from the Open Reaction Database (ORD), a public repository of structured organic reaction records. The task is: describe an organic reaction: reactants, conditions, products, and yield Starting materials: CN, CCO, O=C1c2ccccc2C(=O)N1Cc1noc(-c2ncn3c2C2CCCN2C(=O)c2sccc2-3)n1. Product: NCc1noc(-c2ncn3c2C2CCCN2C(=O)c2sccc2-3)n1. RXN SMILES: [CH3:1][NH2:2].[CH3:37][CH2:38][OH:39].[O:3]=[C:4]1[c:5]2[c:6]([cH:34][cH:35][s:36]2)-[n:7]2[c:8]([c:14](-[c:17]3[n:18][c:19]([CH2:22][N:23]4[C:24](=[O:25])[c:26]5[c:27]([cH:28][cH:29][cH:30][cH:31]5)[C:32]4=[O:33])[n:20][o:21]3)[n:15][cH:16]2)[CH:9]2[N:10]1[CH2:11][CH2:12][CH2:13]2>>[O:3]=[C:4]1[c:5]2[c:6]([cH:34][cH:35][s:36]2)-[n:7]2[c:8]([c:14](-[c:17]3[n:18][c:19]([CH2:22][NH2:23])[n:20][o:21]3)[n:15][cH:16]2)[CH:9]2[N:10]1[CH2:11][CH2:12][CH2:13]2.